From a dataset of the Open Reaction Database (ORD), a public repository of structured organic reaction records. describe an organic reaction: reactants, conditions, products, and yield Reactants: C(C1=CC=CC=C1)N(C1=C(C(=CC=C1)NS(=O)(=O)C)C)CC1=CC=C(OC2=CC=C(OCCCCC(=O)O)C=C2)C=C1 (5-(4-{4-[(benzyl{2-methyl-3-[(methylsulfonyl)amino]phenyl}amino)methyl]phenoxy}phenoxy)pentanoic acid), Cl.COC(CN)=O (glycine methyl ester hydrochloride). Product: C(C1=CC=CC=C1)N(C1=C(C(=CC=C1)NS(=O)(=O)C)C)CC1=CC=C(OC2=CC=C(OCCCCC(=O)NCC(=O)O)C=C2)C=C1 (N-[5-(4-{4-[(benzyl{2-methyl-3-[(methylsulfonyl)amino]phenyl}amino)methyl]phenoxy}phenoxy)pentanoyl]glycine). As a reaction SMILES: [CH2:1]([N:8]([CH2:21][C:22]1[CH:42]=[CH:41][C:25]([O:26][C:27]2[CH:40]=[CH:39][C:30]([O:31][CH2:32][CH2:33][CH2:34][CH2:35][C:36](O)=[O:37])=[CH:29][CH:28]=2)=[CH:24][CH:23]=1)[C:9]1[CH:14]=[CH:13][CH:12]=[C:11]([NH:15][S:16]([CH3:19])(=[O:18])=[O:17])[C:10]=1[CH3:20])[C:2]1[CH:7]=[CH:6][CH:5]=[CH:4][CH:3]=1.Cl.C[O:45][C:46](=[O:49])[CH2:47][NH2:48]>>[CH2:1]([N:8]([CH2:21][C:22]1[CH:23]=[CH:24][C:25]([O:26][C:27]2[CH:28]=[CH:29][C:30]([O:31][CH2:32][CH2:33][CH2:34][CH2:35][C:36]([NH:48][CH2:47][C:46]([OH:45])=[O:49])=[O:37])=[CH:39][CH:40]=2)=[CH:41][CH:42]=1)[C:9]1[CH:14]=[CH:13][CH:12]=[C:11]([NH:15][S:16]([CH3:19])(=[O:17])=[O:18])[C:10]=1[CH3:20])[C:2]1[CH:3]=[CH:4][CH:5]=[CH:6][CH:7]=1 |f:1.2|. Procedure details: The product from Example 234B and glycine methyl ester hydrochloride were processed as described in Example 251A and B to provide the titled compound. 1H NMR (500 MHz, DMSO-d6) δ12.13-12.77 (br.s, 1 H), 8.94 (s, 1 H), 8.12 (t, 1 H), 7.24 (m, 7 H), 7.03 (t, 1 H), 6.94 (m, 6 H), 6.82 (d, 2 H), 4.04 (s, 2 H), 4.00 (s, 2 H), 3.93 (t, 2 H), 3.73 (d, 2 H), 2.91 (s, 3 H), 2.39 (s, 3 H), 2.19 (t, 2 H), 1.55-1.79 (m, 4 H); MS (ESI+) m/z 646 (M+H)+.